This data is from the Open Reaction Database (ORD), a public repository of structured organic reaction records. The task is: describe an organic reaction: reactants, conditions, products, and yield Reactants: CC=1C=C(C=CC1C)C1=CC(=NC=C1OCC(F)(F)F)C(=O)O (4-(3,4-dimethylphenyl)-5-(2,2,2-trifluoroethoxy)picolinic acid), COC1=NOC(=C1)CN (3-methoxy-5-isoxazolemethanamine). Product: CC=1C=C(C=CC1C)C1=CC(=NC=C1OCC(F)(F)F)C(=O)NCC1=CC(=NO1)OC (4-(3,4-dimethylphenyl)-N-((3-methoxyisoxazol-5-yl)methyl)-5-(2,2,2-trifluoroethoxy)picolinamide). Reaction SMILES: [CH3:1][C:2]1[CH:3]=[C:4]([C:9]2[C:14]([O:15][CH2:16][C:17]([F:20])([F:19])[F:18])=[CH:13][N:12]=[C:11]([C:21](O)=[O:22])[CH:10]=2)[CH:5]=[CH:6][C:7]=1[CH3:8].[CH3:24][O:25][C:26]1[CH:30]=[C:29]([CH2:31][NH2:32])[O:28][N:27]=1>>[CH3:1][C:2]1[CH:3]=[C:4]([C:9]2[C:14]([O:15][CH2:16][C:17]([F:20])([F:18])[F:19])=[CH:13][N:12]=[C:11]([C:21]([NH:32][CH2:31][C:29]3[O:28][N:27]=[C:26]([O:25][CH3:24])[CH:30]=3)=[O:22])[CH:10]=2)[CH:5]=[CH:6][C:7]=1[CH3:8]. Reported procedure: The title compound was synthesized in analogy to Example 1 using 4-(3,4-dimethylphenyl)-5-(2,2,2-trifluoroethoxy)picolinic acid (example BO) and 3-methoxy-5-isoxazolemethanamine (CAN 2763-94-2) as starting materials; LC-MS (UV peak area/ESI) 100%, 436.1476 (M+H)+.